Dataset: the Open Reaction Database (ORD), a public repository of structured organic reaction records. Task: describe an organic reaction: reactants, conditions, products, and yield Reactants: CCOC(C)=O, CCO, CCOC(=O)C(=NOC1CCCCC1OC)c1csc(N)n1, [Na+], [OH-]. Product: COC1CCCCC1ON=C(C(=O)O)c1csc(N)n1. RXN SMILES: [CH3:25][CH2:26][O:27][C:28](=[O:29])[CH3:30].[CH3:31][CH2:32][OH:33].[NH2:1][c:2]1[s:3][cH:4][c:5]([C:7]([C:8](=[O:9])[O:10][CH2:11][CH3:12])=[N:13][O:14][CH:15]2[CH:16]([O:21][CH3:22])[CH2:17][CH2:18][CH2:19][CH2:20]2)[n:6]1.[Na+:24].[OH-:23]>>[NH2:1][c:2]1[s:3][cH:4][c:5]([C:7]([C:8](=[O:9])[OH:10])=[N:13][O:14][CH:15]2[CH:16]([O:21][CH3:22])[CH2:17][CH2:18][CH2:19][CH2:20]2)[n:6]1. Starting materials: [Br-], [Br-], [Mg+]Cc1ccccc1, CCC1(CC(=O)OC)CCC=C(Br)C1=O, CSC, [Cl-], [Cu]Br, C1CCOC1, [Zn+2]. The product is CCC1(CC(=O)OC)CCC(Cc2ccccc2)C(Br)C1=O. Reaction SMILES: [Br-:35].[Br-:37].[CH2:17]([c:18]1[cH:19][cH:20][cH:21][cH:22][cH:23]1)[Mg+:24].[CH3:1][O:2][C:3]([CH2:4][C:5]1([CH2:13][CH3:14])[C:6](=[O:12])[C:7]([Br:11])=[CH:8][CH2:9][CH2:10]1)=[O:15].[CH3:30][S:31][CH3:32].[Cl-:16].[Cu:33][Br:34].[O:25]1[CH2:26][CH2:27][CH2:28][CH2:29]1.[Zn+2:36]>>[CH3:1][O:2][C:3]([CH2:4][C:5]1([CH2:13][CH3:14])[C:6](=[O:12])[CH:7]([Br:11])[CH:8]([CH2:17][c:18]2[cH:19][cH:20][cH:21][cH:22][cH:23]2)[CH2:9][CH2:10]1)=[O:15]. Starting materials: C(C)(C)(C)[Si](OC1=CC=C2C=CNC2=C1)(C)C (6-(tert-butyl-dimethyl-silanyloxy)-1H-indole), [Si](C)(C)(C(C)(C)C)Cl (tert-butyldimethylsilyl chloride), BrN1C(CCC1=O)=O (N-bromosuccinimide). Procedure: In analogy to the procedure described in example 27 b], 6-(tert-butyl-dimethyl-silanyloxy)-1H-indole was reacted with tert-butyldimethylsilyl chloride and subsequently with N-bromosuccinimide to obtain 3-bromo-1-(tert-butyl-dimethyl-silanyl)-6-(tert-butyl-dimethyl-silanyloxy)-1H-indole as brown solid. Yields the product BrC1=CN(C2=CC(=CC=C12)O[Si](C)(C)C(C)(C)C)[Si](C)(C)C(C)(C)C (3-bromo-1-(tert-butyl-dimethyl-silanyl)-6-(tert-butyl-dimethyl-silanyloxy)-1H-indole). Reaction SMILES: [C:1]([Si:5]([CH3:17])([CH3:16])[O:6][C:7]1[CH:15]=[C:14]2[C:10]([CH:11]=[CH:12][NH:13]2)=[CH:9][CH:8]=1)([CH3:4])([CH3:3])[CH3:2].[Si:18](Cl)([C:21]([CH3:24])([CH3:23])[CH3:22])([CH3:20])[CH3:19].[Br:26]N1C(=O)CCC1=O>>[Br:26][C:11]1[C:10]2[C:14](=[CH:15][C:7]([O:6][Si:5]([C:1]([CH3:4])([CH3:3])[CH3:2])([CH3:17])[CH3:16])=[CH:8][CH:9]=2)[N:13]([Si:18]([C:21]([CH3:24])([CH3:23])[CH3:22])([CH3:20])[CH3:19])[CH:12]=1.